Dataset: the Open Reaction Database (ORD), a public repository of structured organic reaction records. Task: describe an organic reaction: reactants, conditions, products, and yield The reactants are C(C(C)C)(=O)N1CCC[C@@]12C(N(CC2)[C@H](CC(C)C)C(=O)OCC2=CC=CC=C2)=O ((5R)-1-(isobutyryl)-7-[(1R)-1-benzyloxycarbonyl-3-methylbutyl]-6-oxo-1,7-diazaspiro[4,4]nonane). Solvent: CO (methanol). The product is C(C(C)C)(=O)N1CCC[C@@]12C(N(CC2)[C@H](CC(C)C)C(=O)O)=O ((5R)-1-(isobutyryl)-7-[(1R)-1-carboxy-3-methylbutyl]-6-oxo-1,7-diazaspiro[4,4]nonane). The yield is 96.3%. Reaction SMILES: [C:1]([N:6]1[C@@:10]2([CH2:14][CH2:13][N:12]([C@@H:15]([C:20]([O:22]CC3C=CC=CC=3)=[O:21])[CH2:16][CH:17]([CH3:19])[CH3:18])[C:11]2=[O:30])[CH2:9][CH2:8][CH2:7]1)(=[O:5])[CH:2]([CH3:4])[CH3:3]>CO>[C:1]([N:6]1[C@@:10]2([CH2:14][CH2:13][N:12]([C@@H:15]([C:20]([OH:22])=[O:21])[CH2:16][CH:17]([CH3:18])[CH3:19])[C:11]2=[O:30])[CH2:9][CH2:8][CH2:7]1)(=[O:5])[CH:2]([CH3:4])[CH3:3]. Procedure: A degassed solution of 13 (134 mg, 0.32 mmol) in methanol containing 10% Pd/C (27 mg) was hydrogenated under 16 psi for 24 h. The mixture was filtered through a pad of celite and the filtered solution was concentrated under reduced pressure to afford 16 (100 mg, 95%) as a colourless oil. M.p. 68-69° C. [α]20D −2° (c 1.1, MeOH). 1H-NMR [300 MHz, acetone-d6] δ 0.87-0.91 (2d, J=7, 6H), 1.09-1.12 (2d, 6H), 1.46 (m, 1H), 1.70 (m, 2H), 1.90-2.10 (m, 5H), 2.49 (m, 1H), 2.70 (m, 1H), 3.30 (m, 1H), 3.49 ... The reactants are Cc1ccccc1, O=CCC(=O)OC(=O)CC=O, COc1cc2cc[nH]c2cc1O. The product is COc1cc2cc[nH]c2cc1OC=O. As a reaction SMILES: [CH3:24][c:25]1[cH:26][cH:27][cH:28][cH:29][cH:30]1.[CH:13](=[O:14])[CH2:15][C:16]([O:17][C:18](=[O:19])[CH2:20][CH:21]=[O:22])=[O:23].[OH:1][c:2]1[c:3]([O:11][CH3:12])[cH:4][c:5]2[cH:6][cH:7][nH:8][c:9]2[cH:10]1>>[O:1]([c:2]1[c:3]([O:11][CH3:12])[cH:4][c:5]2[cH:6][cH:7][nH:8][c:9]2[cH:10]1)[CH:13]=[O:14]. The reactants are Br.OC=1C=C2C=C(CCC2=CC1O)C(=O)N1CCN(CC1)CC1=CC(=C(C(=C1)OC)OC)OC (1-(6,7-dihydroxy-1,2-dihydro-3-naphthoyl)-4-(3,4,5-trimethoxybenzyl)piperazine hydrobromide), C(C)(=O)OCC (ethyl acetate), C(C)(=O)OC(C)=O (acetic anhydride), C(\C=C\C(=O)O)(=O)O (fumaric acid). The solvent is C(C)N(CC)CC (triethylamine), C(C)O (Ethanol), C(C)OCC (ethyl ether), C(C)OCC (ethyl ether), petroleum ether. Reaction conditions: time 8 hour. Product: C(\C=C\C(=O)O)(=O)O.C(C)(=O)OC=1C=C2C=C(CCC2=CC1OC(C)=O)C(=O)N1CCN(CC1)CC1=CC(=C(C(=C1)OC)OC)OC (1-(6,7-diacetyloxy-1,2-dihydro-3-naphthoyl)-4-(3,4,5-trimethoxybenzyl)piperazine fumarate). RXN SMILES: Br.[OH:2][C:3]1[CH:4]=[C:5]2[C:10](=[CH:11][C:12]=1[OH:13])[CH2:9][CH2:8][C:7]([C:14]([N:16]1[CH2:21][CH2:20][N:19]([CH2:22][C:23]3[CH:28]=[C:27]([O:29][CH3:30])[C:26]([O:31][CH3:32])=[C:25]([O:33][CH3:34])[CH:24]=3)[CH2:18][CH2:17]1)=[O:15])=[CH:6]2.[C:35](OCC)(=[O:37])[CH3:36].[C:41](OC(=O)C)(=[O:43])[CH3:42].[C:48]([OH:55])(=[O:54])/[CH:49]=[CH:50]/[C:51]([OH:53])=[O:52]>C(OCC)C.C(O)C.C(N(CC)CC)C>[C:48]([OH:55])(=[O:54])/[CH:49]=[CH:50]/[C:51]([OH:53])=[O:52].[C:35]([O:2][C:3]1[CH:4]=[C:5]2[C:10](=[CH:11][C:12]=1[O:13][C:41](=[O:43])[CH3:42])[CH2:9][CH2:8][C:7]([C:14]([N:16]1[CH2:21][CH2:20][N:19]([CH2:22][C:23]3[CH:24]=[C:25]([O:33][CH3:34])[C:26]([O:31][CH3:32])=[C:27]([O:29][CH3:30])[CH:28]=3)[CH2:18][CH2:17]1)=[O:15])=[CH:6]2)(=[O:37])[CH3:36] |f:0.1,8.9|. Procedure details: A mixture of 1-(6,7-dihydroxy-1,2-dihydro-3-naphthoyl)-4-(3,4,5-trimethoxybenzyl)piperazine hydrobromide (0.3 g), ethyl acetate (20 ml), triethylamine (0.5 ml) and acetic anhydride (0.5 ml) is left standing at room temperature overnight. Ethanol (5 ml) is added to the mixture. The whole mixture is left standing for one hour and then concentrated under reduced pressure. The residue is purified by silica gel column chromatography (hexane:acetone=1:1-1:2) to give an oily product. This product is di...